Task: describe an organic reaction: reactants, conditions, products, and yield. Dataset: the Open Reaction Database (ORD), a public repository of structured organic reaction records Procedure: With the procedure of Example 477, the reaction of 3-cyanopyridine and 2-amino-5-nitro-3-ethoxycarbonyl-thiophene, and the subsequent reaction with POCl3 yields 4-chloro-2-(pyridin-3-yl)-6-nitro-thieno-[2,3-d]-pyrimidine Reaction SMILES: [C:1]([C:3]1[CH:4]=[N:5][CH:6]=[CH:7][CH:8]=1)#[N:2].[NH2:9][C:10]1[S:11][C:12]([N+:20]([O-:22])=[O:21])=[CH:13][C:14]=1[C:15](OCC)=O.O=P(Cl)(Cl)[Cl:25]>>[Cl:25][C:15]1[C:14]2[CH:13]=[C:12]([N+:20]([O-:22])=[O:21])[S:11][C:10]=2[N:9]=[C:1]([C:3]2[CH:4]=[N:5][CH:6]=[CH:7][CH:8]=2)[N:2]=1. Reactants: C(#N)C=1C=NC=CC1 (3-cyanopyridine), NC=1SC(=CC1C(=O)OCC)[N+](=O)[O-] (2-amino-5-nitro-3-ethoxycarbonyl-thiophene), O=P(Cl)(Cl)Cl (POCl3). The product is ClC=1C2=C(N=C(N1)C=1C=NC=CC1)SC(=C2)[N+](=O)[O-] (4-chloro-2-(pyridin-3-yl)-6-nitro-thieno-[2,3-d]-pyrimidine). Reactants: BrCc1ccccc1, CC(C)(C)OC(=O)N1CCC(c2nnn[nH]2)CC1, [H-], [Na+], CN(C)C=O. Yields the product CC(C)(C)OC(=O)N1CCC(c2nnn(Cc3ccccc3)n2)CC1. RXN SMILES: [Br:21][CH2:22][c:23]1[cH:24][cH:25][cH:26][cH:27][cH:28]1.[C:1]([CH3:2])([CH3:3])([CH3:4])[O:5][C:6](=[O:7])[N:8]1[CH2:9][CH2:10][CH:11]([c:14]2[n:15][n:16][n:17][nH:18]2)[CH2:12][CH2:13]1.[H-:19].[Na+:20].[O:29]=[CH:30][N:31]([CH3:32])[CH3:33]>>[C:1]([CH3:2])([CH3:3])([CH3:4])[O:5][C:6](=[O:7])[N:8]1[CH2:9][CH2:10][CH:11]([c:14]2[n:15][n:16][n:17]([CH2:22][c:23]3[cH:24][cH:25][cH:26][cH:27][cH:28]3)[n:18]2)[CH2:12][CH2:13]1.